This data is from the Open Reaction Database (ORD), a public repository of structured organic reaction records. The task is: describe an organic reaction: reactants, conditions, products, and yield Reactants: COc1cc(Br)cc(CBr)c1, O=C([O-])O, CCOC(C)=O, CS(C)=O, [Na+], N#C[Na], O. The product is COc1cc(Br)cc(CC#N)c1. As a reaction SMILES: [Br:8][c:9]1[cH:10][c:11]([CH2:17][Br:18])[cH:12][c:13]([O:15][CH3:16])[cH:14]1.[C:19](=[O:20])([OH:21])[O-:22].[CH3:25][CH2:26][O:27][C:28](=[O:29])[CH3:30].[CH3:4][S:5]([CH3:6])=[O:7].[Na+:23].[Na:1][C:2]#[N:3].[OH2:24]>>[C:2](#[N:3])[CH2:17][c:11]1[cH:10][c:9]([Br:8])[cH:14][c:13]([O:15][CH3:16])[cH:12]1.